Dataset: the Open Reaction Database (ORD), a public repository of structured organic reaction records. Task: describe an organic reaction: reactants, conditions, products, and yield The reactants are Fc1cc2ccncc2cc1Br, [O-][n+]1ccc2cc(F)c(Cl)cc2c1. Yields the product [O-][n+]1ccc2cc(F)c(Br)cc2c1. Reaction SMILES: [Br:1][c:2]1[c:3]([F:12])[cH:4][c:5]2[cH:6][cH:7][n:8][cH:9][c:10]2[cH:11]1.[Cl:13][c:14]1[cH:15][c:16]2[c:17]([cH:18][cH:19][n+:20]([O-:24])[cH:21]2)[cH:22][c:23]1[F:25]>>[Br:1][c:2]1[c:3]([F:12])[cH:4][c:5]2[cH:6][cH:7][n+:8]([O-:24])[cH:9][c:10]2[cH:11]1. Starting materials: S(=O)(=O)(Cl)Cl (sulfonyl chloride), CC(=O)NC1=CC=CC=C1OC (o-acetanisidide), C(CCC)N (n-butylamine), ClS(=O)(=O)O (chlorosulfonic acid), ice water. The solvent is O1CCCC1 (tetrahydrofuran). The product is C(C)(=O)NC=1C=C(C=CC1OC)S(=O)(=O)NCCCC (3-Acetamido-4-methoxy-N-n-butylbenzenesulfonamide). The yield is 92.4%. As a reaction SMILES: [CH3:1][C:2]([NH:4][C:5]1[C:10]([O:11][CH3:12])=[CH:9][CH:8]=[CH:7][CH:6]=1)=[O:3].Cl[S:14]([OH:17])(=O)=[O:15].S(Cl)(Cl)(=O)=O.[CH2:23]([NH2:27])[CH2:24][CH2:25][CH3:26]>O1CCCC1>[C:2]([NH:4][C:5]1[CH:6]=[C:7]([S:14]([NH:27][CH2:23][CH2:24][CH2:25][CH3:26])(=[O:17])=[O:15])[CH:8]=[CH:9][C:10]=1[O:11][CH3:12])(=[O:3])[CH3:1]. Reported procedure: As shown in Eq. 1 (above), o-acetanisidide (100 gms., 0.605 mole) was added in portions to 200 ml of chlorosulfonic acid at about 50° C. (cooling was necessary). After the addition, the amber solution was heated at about 50° to 60° C. for four hours, cooled to room temperature and carefully added to an ice water mixture (1.5 kg). A white precipitate was collected, washed free of acid, and pressed dry. A portion of sulfonyl chloride (0.100 mole) was dissolved in 100 ml of tetrahydrofuran and trea...